Dataset: the Open Reaction Database (ORD), a public repository of structured organic reaction records. Task: describe an organic reaction: reactants, conditions, products, and yield Procedure: To (R)-3-(3,4-bis(aminomethyl)benzamido)-2-hydroxy-3,4-dihydro-2H-benzo[e][1,2]oxaborinine-8-carboxylic acid from Example 14 (44.1 mg) in methanol (2 mL) was added TEA (0.042 mL), AcOH (0.050 mL), acetone (0.030 mL), and sodium triacetoxyborohydride (70 mg). The resulting reaction mixture was stirred at room temperature for overnight. After removal of the solvents, the product was then purified by reverse phase HPLC and dried using lyophilization. ESI-MS m/z 412 (MH)+. Product: NCC1=C(C=C(C(=O)N[C@@H]2B(OC3=C(C2)C=CC=C3C(=O)O)O)C=C1)CNC(C)C ((R)-3-(4-(aminomethyl)-3-((isopropylamino)methyl)benzamido)-2-hydroxy-3,4-dihydro-2H-benzo[e][1,2]oxaborinine-8-carboxylic acid). Run in CO (methanol). Reaction SMILES: [NH2:1][CH2:2][C:3]1[CH:4]=[C:5]([CH:23]=[CH:24][C:25]=1[CH2:26][NH2:27])[C:6]([NH:8][C@H:9]1[CH2:14][C:13]2[CH:15]=[CH:16][CH:17]=[C:18]([C:19]([OH:21])=[O:20])[C:12]=2[O:11][B:10]1[OH:22])=[O:7].CC(O)=O.[CH3:32][C:33]([CH3:35])=O.C(O[BH-](OC(=O)C)OC(=O)C)(=O)C.[Na+]>CO>[NH2:27][CH2:26][C:25]1[CH:24]=[CH:23][C:5]([C:6]([NH:8][C@H:9]2[CH2:14][C:13]3[CH:15]=[CH:16][CH:17]=[C:18]([C:19]([OH:21])=[O:20])[C:12]=3[O:11][B:10]2[OH:22])=[O:7])=[CH:4][C:3]=1[CH2:2][NH:1][CH:33]([CH3:35])[CH3:32] |f:3.4|. Reactants: NCC=1C=C(C(=O)N[C@@H]2B(OC3=C(C2)C=CC=C3C(=O)O)O)C=CC1CN ((R)-3-(3,4-bis(aminomethyl)benzamido)-2-hydroxy-3,4-dihydro-2H-benzo[e][1,2]oxaborinine-8-carboxylic acid), TEA, CC(=O)O (AcOH), CC(=O)C (acetone), C(C)(=O)O[BH-](OC(C)=O)OC(C)=O.[Na+] (sodium triacetoxyborohydride). Conditions: time 8 hour.